Dataset: the Open Reaction Database (ORD), a public repository of structured organic reaction records. Task: describe an organic reaction: reactants, conditions, products, and yield The product is BrC=1C(=CC(=C(C(=O)OC)C1)Cl)O (Methyl 5-bromo-2-chloro-4-hydroxybenzoate). Run in CC#N (MeCN). Procedure details: A solution of methyl 2-chloro-4-hydroxybenzoate (5.0 g, 26.8 mmol) in MeCN (100 mL) was cooled to −30° C. Triflic acid (2.60 mL, 29.48 mmol) was added followed by N-bromosuccinimide (5.25 g, 29.48 mmol) and the reaction was warmed to room temperature and stirred for 1.5 hours. The reaction was quenched by the addition of saturated aqueous Na2CO3 solution (50 mL). The solution was extracted with EtOAc (2×100 mL), the combined organic layers were combined, dried over magnesium sulphate and concent... Conditions: time 1.5 hour. Isolated yield 36.5%. As a reaction SMILES: [Cl:1][C:2]1[CH:11]=[C:10]([OH:12])[CH:9]=[CH:8][C:3]=1[C:4]([O:6][CH3:7])=[O:5].OS(C(F)(F)F)(=O)=O.[Br:21]N1C(=O)CCC1=O>CC#N>[Br:21][C:9]1[C:10]([OH:12])=[CH:11][C:2]([Cl:1])=[C:3]([CH:8]=1)[C:4]([O:6][CH3:7])=[O:5]. Reactants: OS(=O)(=O)C(F)(F)F (Triflic acid), ClC1=C(C(=O)OC)C=CC(=C1)O (methyl 2-chloro-4-hydroxybenzoate), BrN1C(CCC1=O)=O (N-bromosuccinimide). As a reaction SMILES: [NH:1]1[CH:5]=[CH:4][C:3](B(O)O)=[N:2]1.Br[C:10]1[CH:11]=[C:12]2[C:16](=[CH:17][CH:18]=1)[CH2:15][N:14]([C:19]([NH:21][C:22]1[CH:27]=[CH:26][C:25]([NH:28][C:29](=[O:36])[CH2:30][CH:31]3[CH2:35][CH2:34][CH2:33][CH2:32]3)=[CH:24][CH:23]=1)=[O:20])[CH2:13]2.Br[C:38]1C=C2C(=CC=1)CN(C(NC1C=CC(C(=O)NCCC)=CC=1)=O)C2>>[CH:31]1([CH2:30][C:29]([NH:28][C:25]2[CH:26]=[CH:27][C:22]([NH:21][C:19]([N:14]3[CH2:13][C:12]4[C:16](=[CH:17][CH:18]=[C:10]([C:4]5[CH:3]=[N:2][N:1]([CH3:38])[CH:5]=5)[CH:11]=4)[CH2:15]3)=[O:20])=[CH:23][CH:24]=2)=[O:36])[CH2:35][CH2:34][CH2:33][CH2:32]1. Reactants: N1N=C(C=C1)B(O)O (1H-pyrazol-3-ylboronic acid), BrC=1C=C2CN(CC2=CC1)C(=O)NC1=CC=C(C=C1)NC(CC1CCCC1)=O (5-bromo-N-(4-(2-cyclopentylacetamido)phenyl)isoindoline-2-carboxamide), BrC=1C=C2CN(CC2=CC1)C(=O)NC1=CC=C(C=C1)C(NCCC)=O (5-bromo-N-(4-(propylcarbamoyl)phenyl)isoindoline-2-carboxamide). Product: C1(CCCC1)CC(=O)NC1=CC=C(C=C1)NC(=O)N1CC2=CC=C(C=C2C1)C=1C=NN(C1)C (N-{4-[(cyclopentylacetyl)amino]phenyl}-5-(1-methyl-1H-pyrazol-4-yl)-1,3-dihydro-2H-isoindole-2-carboxamide). Procedure: The title compound was prepared as described in Example 280, substituting 1-methyl-4-(4,4,5,5-tetramethyl-1,3,2-dioxaborolan-2-yl)-1H-pyrazole for 1H-pyrazol-3-ylboronic acid and 5-bromo-N-(4-(2-cyclopentylacetamido)phenyl)isoindoline-2-carboxamide for 5-bromo-N-(4-(propylcarbamoyl)phenyl)isoindoline-2-carboxamide. 1H NMR (300 MHz, DMSO-d6) δ ppm 9.69 (s, 1H), 8.27 (s, 1H), 8.14 (s, 1H), 7.88-7.85 (m, 1H), 7.55-7.40 (m, 6H), 7.36-7.30 (m, 1H), 4.77-4.69 (m, 4H), 3.86 (s, 3H), 2.31-2.16 (m, 3H), ...